Dataset: the Open Reaction Database (ORD), a public repository of structured organic reaction records. Task: describe an organic reaction: reactants, conditions, products, and yield Starting materials: O=C(N=C=S)c1ccccc1, CCCCCC, COC(=O)c1cc(Br)cc(N)n1, C1CCOC1. Yields the product COC(=O)c1cc(Br)cc(NC(=S)NC(=O)c2ccccc2)n1. RXN SMILES: [C:13]([c:14]1[cH:15][cH:16][cH:17][cH:18][cH:19]1)(=[O:20])[N:21]=[C:22]=[S:23].[CH3:24][CH2:25][CH2:26][CH2:27][CH2:28][CH3:29].[NH2:1][c:2]1[cH:3][c:4]([Br:12])[cH:5][c:6]([C:8](=[O:9])[O:10][CH3:11])[n:7]1.[O:30]1[CH2:31][CH2:32][CH2:33][CH2:34]1>>[NH:1]([c:2]1[cH:3][c:4]([Br:12])[cH:5][c:6]([C:8](=[O:9])[O:10][CH3:11])[n:7]1)[C:22]([NH:21][C:13]([c:14]1[cH:15][cH:16][cH:17][cH:18][cH:19]1)=[O:20])=[S:23]. Starting materials: COC(=O)CCC(=O)c1ccc(CCCCn2ccnc2)cc1, CO, [Na+], [OH-], O. RXN SMILES: [CH3:1][O:2][C:3]([CH2:4][CH2:5][C:6](=[O:7])[c:8]1[cH:9][cH:10][c:11]([CH2:14][CH2:15][CH2:16][CH2:17][n:18]2[cH:19][n:20][cH:21][cH:22]2)[cH:12][cH:13]1)=[O:23].[CH3:26][OH:27].[Na+:25].[OH-:24].[OH2:28]>>[O:2]=[C:3]([CH2:4][CH2:5][C:6](=[O:7])[c:8]1[cH:9][cH:10][c:11]([CH2:14][CH2:15][CH2:16][CH2:17][n:18]2[cH:19][n:20][cH:21][cH:22]2)[cH:12][cH:13]1)[OH:23]. Product: O=C(O)CCC(=O)c1ccc(CCCCn2ccnc2)cc1.